describe an organic reaction: reactants, conditions, products, and yield From a dataset of the Open Reaction Database (ORD), a public repository of structured organic reaction records. Reactants: N1[C@@H](CO)CCC1 (D-(−)-Prolinol), C(C)(C)NC(C)C (N,N-Diisopropylamine), CN(C=O)C (N,N-Dimethylformamide), BrC1=CC2=C(C=3N=C(SC3CCO2)C(=O)Cl)C=C1 (8-Bromo-4,5-dihydro-6-oxa-3-thia-1-aza-benzo[e]azulene-2-carbonyl chloride). Run in C(C)(=O)OCC (ethyl acetate). Conditions: time 1 hour. The product is BrC1=CC2=C(C=3N=C(SC3CCO2)C(=O)N2[C@H](CCC2)CO)C=C1 ((8-Bromo-4,5-dihydro-6-oxa-3-thia-1-aza-benzo[e]azulen-2-yl)-((R)-2-hydroxymethyl-pyrrolidin-1-yl)-methanone). RXN SMILES: [NH:1]1[CH2:7][CH2:6][CH2:5][C@@H:2]1[CH2:3][OH:4].C(NC(C)C)(C)C.CN(C)C=O.[Br:20][C:21]1[CH:37]=[CH:36][C:24]2[C:25]3[N:26]=[C:27]([C:33](Cl)=[O:34])[S:28][C:29]=3[CH2:30][CH2:31][O:32][C:23]=2[CH:22]=1>C(OCC)(=O)C>[Br:20][C:21]1[CH:37]=[CH:36][C:24]2[C:25]3[N:26]=[C:27]([C:33]([N:1]4[CH2:7][CH2:6][CH2:5][C@@H:2]4[CH2:3][OH:4])=[O:34])[S:28][C:29]=3[CH2:30][CH2:31][O:32][C:23]=2[CH:22]=1. Reported procedure: To a solution of D-(−)-Prolinol (0.205 g, 2.03 mmol) in N,N-Diisopropylamine (0.758 mL, 4.35 mmol) and N,N-Dimethylformamide (4.49 mL, 58.0 mmol) at room temperature was added 8-Bromo-4,5-dihydro-6-oxa-3-thia-1-aza-benzo[e]azulene-2-carbonyl chloride (0.500 g, 1.45 mmol) portionwise. The reaction mixture was stirred at room temperature for 1 hour. The reaction mixture was diluted with ethyl acetate, washed with brine, and concentrated in vacuo to give (8-Bromo-4,5-dihydro-6-oxa-3-thia-1-aza-benz... Yields the product CCOC(=O)C=Cc1cc(=O)n(CC=O)c2cc(OC)ccc12. The reactants are CCOC(=O)C=Cc1cc(=O)n(CC2OCCO2)c2cc(OC)ccc12, O=C(O)C(F)(F)F. RXN SMILES: [O:1]1[CH:2]([CH2:6][n:7]2[c:8](=[O:26])[cH:9][c:10]([CH:19]=[CH:20][C:21](=[O:22])[O:23][CH2:24][CH3:25])[c:11]3[cH:12][cH:13][c:14]([O:17][CH3:18])[cH:15][c:16]23)[O:5][CH2:4][CH2:3]1.[OH:27][C:28]([C:29]([F:30])([F:31])[F:32])=[O:33]>>[O:1]=[CH:2][CH2:6][n:7]1[c:8](=[O:26])[cH:9][c:10]([CH:19]=[CH:20][C:21](=[O:22])[O:23][CH2:24][CH3:25])[c:11]2[cH:12][cH:13][c:14]([O:17][CH3:18])[cH:15][c:16]12.